Dataset: the Open Reaction Database (ORD), a public repository of structured organic reaction records. Task: describe an organic reaction: reactants, conditions, products, and yield Reactants: CCC(=O)c1noc(COc2ccc(Cl)cc2Cl)n1, CO, Cl, NO. Yields the product CCC(=NO)c1noc(COc2ccc(Cl)cc2Cl)n1. Reaction SMILES: [CH2:1]([CH3:2])[C:3](=[O:4])[c:5]1[n:6][o:7][c:8]([CH2:10][O:11][c:12]2[c:13]([Cl:19])[cH:14][c:15]([Cl:18])[cH:16][cH:17]2)[n:9]1.[CH3:23][OH:24].[ClH:20].[OH:21][NH2:22]>>[CH2:1]([CH3:2])[C:3]([c:5]1[n:6][o:7][c:8]([CH2:10][O:11][c:12]2[c:13]([Cl:19])[cH:14][c:15]([Cl:18])[cH:16][cH:17]2)[n:9]1)=[N:22][OH:21]. Starting materials: [Cl-].[Al+3].[Cl-].[Cl-] (aluminum chloride), BrCC(=O)Cl (bromoacetyl chloride), 9, CN1CS(C2=C1C=CC=C2)=O (3-methylbenzothiazolinone). Solvent: CN(C=O)C (dimethylformamide). The product is CN1CS(C2=C1C=CC(=C2)C(CBr)=O)=O (3-Methyl-6-(bromoacetyl)benzothiazolinone). RXN SMILES: [Cl-].[Al+3].[Cl-].[Cl-].[CH3:5][N:6]1[C:10]2[CH:11]=[CH:12][CH:13]=[CH:14][C:9]=2[S:8](=[O:15])[CH2:7]1.[Br:16][CH2:17][C:18](Cl)=[O:19]>CN(C)C=O>[CH3:5][N:6]1[C:10]2[CH:11]=[CH:12][C:13]([C:18](=[O:19])[CH2:17][Br:16])=[CH:14][C:9]=2[S:8](=[O:15])[CH2:7]1 |f:0.1.2.3|. Procedure details: 210 g (1.60 mol) of aluminum chloride are introduced into a 500-cm3 ground-necked flask surmounted by a condenser, and 43 cm3 of dimethylformamide are then added dropwise and with magnetic stirring via a dropping funnel. 33 9 (0.20 mol) of 3-methylbenzothiazolinone are then added and, while the reaction medium homogenizes, the temperature is stabilized at 70° C. using an oil bath. 19.8 cm3 (0.24 mol) of bromoacetyl chloride are then added gradually. After the addition, the mixture is left stirri...